Dataset: the Open Reaction Database (ORD), a public repository of structured organic reaction records. Task: describe an organic reaction: reactants, conditions, products, and yield Starting materials: ClC1=CC=2C(C3=CC=CC=C3SC2C=C1)(CCCl)CCCl (2-chloro-9,9-bis(2'-chloroethyl)-thioxanthene), CN (methylamine), C(C)O (ethanol), C([O-])(O)=O.[Na+] (sodium bicarbonate), O (water). Conditions: temperature 150 celsius. Product: O.C(C(=O)O)(=O)O.ClC1=CC2=C(C=C1)SC1=CC=CC=C1C21CCN(CC1)C (2-chloro-1'-methylthioxanthene-9-spiro-4'-piperidine oxalate monohydrate). RXN SMILES: [Cl:1][C:2]1[CH:15]=[CH:14][C:13]2[S:12][C:11]3[C:6](=[CH:7][CH:8]=[CH:9][CH:10]=3)[C:5]([CH2:19][CH2:20]Cl)([CH2:16][CH2:17]Cl)[C:4]=2[CH:3]=1.[CH3:22][NH2:23].[CH2:24]([OH:26])C.[C:27](=[O:30])([OH:29])[O-].[Na+].[OH2:32]>>[OH2:26].[C:24]([OH:26])(=[O:32])[C:27]([OH:29])=[O:30].[Cl:1][C:2]1[CH:15]=[CH:14][C:13]2[S:12][C:11]3[C:6]([C:5]4([CH2:19][CH2:20][N:23]([CH3:22])[CH2:17][CH2:16]4)[C:4]=2[CH:3]=1)=[CH:7][CH:8]=[CH:9][CH:10]=3 |f:3.4,6.7.8|. Procedure: A mixture of 2-chloro-9,9-bis(2'-chloroethyl)-thioxanthene (0.9 g.), aqueous methylamine (10 ml.; 40% w/v.) and ethanol (15 ml.) is heated at 150° C. for 17 hours in a sealed tube. The cooled reaction mixture is diluted with water (50 ml.), basified with sodium bicarbonate solution and extracted with chloroform. The chloroform extract is dried (MgSO4), filtered, and evaporated. The residual gum (0.5 g.) is chromatographed on silica gel using ethanol/ethyl acetate (2:1) eluant. The product obtain... Starting materials: OO (H2O2), FC(C(=O)OC(C(F)(F)F)=O)(F)F (trifluoroacetic anhydride), FC=1C=C(C=CC1N1CCN(CC1)S(=O)(=O)C)N1C(O[C@H](C1)CNC(C)=O)=O ((S)-N-[[3-[3-fluoro-4-[4-(methylsulfonyl)-1-piperazinyl]phenyl]-2-oxo-5-oxazolidinyl]-methyl]acetamide). The solvent is C(Cl)Cl (methylene chloride). Conditions: temperature 25 celsius, time 30 minute. Yields the product FC=1C=C(C=CC1N1CCN(CC1)S(=O)(=O)C)N1C(O[C@@H](C1)C[NH+](C(C)=O)[O-])=O ((S)-N-[[3-[3-fluoro-4-[4-(methylsulfonyl)-1-piperazinyl]phenyl]-2-oxo-5-oxazolidinyl]-methyl]acetamide N-oxide), hydrate. RXN SMILES: OO.FC(F)(F)C(OC(=O)C(F)(F)F)=[O:6].[F:16][C:17]1[CH:18]=[C:19]([N:33]2[CH2:37][C@H:36]([CH2:38][NH:39][C:40](=[O:42])[CH3:41])[O:35][C:34]2=[O:43])[CH:20]=[CH:21][C:22]=1[N:23]1[CH2:28][CH2:27][N:26]([S:29]([CH3:32])(=[O:31])=[O:30])[CH2:25][CH2:24]1>C(Cl)Cl>[F:16][C:17]1[CH:18]=[C:19]([N:33]2[CH2:37][C@@H:36]([CH2:38][NH+:39]([O-:6])[C:40](=[O:42])[CH3:41])[O:35][C:34]2=[O:43])[CH:20]=[CH:21][C:22]=1[N:23]1[CH2:28][CH2:27][N:26]([S:29]([CH3:32])(=[O:31])=[O:30])[CH2:25][CH2:24]1. Reported procedure: Pertrifluoroacetic acid is prepared in situ by the addition of 30% H2O2 solution (0.15 mL) to trifluoroacetic anhydride (0.45 mL) in 5 mL of methylene chloride at 0° C. This solution is stirred at 0° C. for ten minutes, at 25° C. for 30 minutes and then cooled back to 0° C. (S)-N-[[3-[3-fluoro-4-[4-(methylsulfonyl)-1-piperazinyl]phenyl]-2-oxo-5-oxazolidinyl]-methyl]acetamide (VIII-G, R1=COCH3, R9=CH3, X1=F, X2=H) (0.207 g) is added and the reaction is stirred at 25° C. for 30 minutes and then co...